describe an organic reaction: reactants, conditions, products, and yield From a dataset of the Open Reaction Database (ORD), a public repository of structured organic reaction records. Reactants: [OH-].[Na+] (sodium hydroxide), [H-].[Al+3].[Li+].[H-].[H-].[H-] (Lithium aluminium hydride), NC1=NC=C(C(=O)N)C=C1 (6-aminonicotinamide), O (water). Solvent: O1CCCC1 (tetrahydrofuran). Run at time 1 hour. Product: NC1=CC=C(C=N1)CN (6-Amino-3-aminomethylpyridine). RXN SMILES: [H-].[Al+3].[Li+].[H-].[H-].[H-].[NH2:7][C:8]1[CH:16]=[CH:15][C:11]([C:12]([NH2:14])=O)=[CH:10][N:9]=1.O.[OH-].[Na+]>O1CCCC1>[NH2:7][C:8]1[N:9]=[CH:10][C:11]([CH2:12][NH2:14])=[CH:15][CH:16]=1 |f:0.1.2.3.4.5,8.9|. Reported procedure: Lithium aluminium hydride (21 mmol) is added in small portions to 10 mmol of 6-aminonicotinamide in tetrahydrofuran. The mixture is heated at reflux for 72 hours, then brought to ambient temperature and hydrolyzed with water and then with a 1N sodium hydroxide solution. After stirring for one hour, the mixture is filtered through Celite and washed with an 85/15 tetrahydrofuran/methanol mixture. The solvents are then evaporated off and the residue obtained is purified by chromatography on silica ... Starting materials: [O-]CC.[Na+] (sodium ethoxide), C(C)O (ethanol), CS(=O)(=O)NC1=CC2=C(NC(=NS2(=O)=O)CC(=O)O)C=C1 ((7-Methanesulfonylamino-1,1-dioxo-1,4-dihydro-1λ6-benzo[1,2,4]thiadiazin-3-yl)-acetic acid), Cl.CN(CCCN=C=NCC)C (1-(3-dimethylaminopropyl)-3-ethylcarbodiimide hydrochloride), CN1CCOCC1 (N-methylmorpholine), COC(=O)[C@H]1[C@H](CCCCC1)NCCC(C)C (cis-2-(3-methyl-butylamino)-cycloheptanecarboxylic acid methyl ester). Solvent: CN(C=O)C (N,N-dimethylformamide). Reaction conditions: temperature 25 celsius, time 1 hour. Product: OC=1C2C(N(C(C1C1=NS(C3=C(N1)C=CC(=C3)NS(=O)(=O)C)(=O)=O)=O)CCC(C)C)CCCCC2 (N-{3-[4-hydroxy-1-(3-methyl-butyl)-2-oxo-2,4a,5,6,7,8,9,9a-octahydro-1H-cyclohepta[b]pyridin-3-yl]-1,1-dioxo-1,4-dihydro-1λ6-benzo[1,2,4]thiadiazin-7-yl}-methanesulfonamide). Isolated yield 59.0%. As a reaction SMILES: [CH3:1][S:2]([NH:5][C:6]1[CH:21]=[CH:20][C:9]2[NH:10][C:11]([CH2:16][C:17](O)=[O:18])=[N:12][S:13](=[O:15])(=[O:14])[C:8]=2[CH:7]=1)(=[O:4])=[O:3].Cl.CN(C)CCCN=C=NCC.CN1CCOCC1.C[O:42][C:43]([C@@H:45]1[CH2:51][CH2:50][CH2:49][CH2:48][CH2:47][C@@H:46]1[NH:52][CH2:53][CH2:54][CH:55]([CH3:57])[CH3:56])=O.[O-]CC.[Na+].C(O)C>CN(C)C=O>[OH:42][C:43]1[CH:45]2[CH2:51][CH2:50][CH2:49][CH2:48][CH2:47][CH:46]2[N:52]([CH2:53][CH2:54][CH:55]([CH3:57])[CH3:56])[C:17](=[O:18])[C:16]=1[C:11]1[NH:10][C:9]2[CH:20]=[CH:21][C:6]([NH:5][S:2]([CH3:1])(=[O:4])=[O:3])=[CH:7][C:8]=2[S:13](=[O:15])(=[O:14])[N:12]=1 |f:1.2,5.6|. Procedure: (7-Methanesulfonylamino-1,1-dioxo-1,4-dihydro-1λ6-benzo[1,2,4]thiadiazin-3-yl)-acetic acid (prepared as described in Example 1j, 0.200 g, 0.600 mmol), 1-(3-dimethylaminopropyl)-3-ethylcarbodiimide hydrochloride (0.121 g, 0.630 mmol) and N-methylmorpholine (0.139 mL, 1.26 mmol) were added sequentially to a solution of cis-2-(3-methyl-butylamino)-cycloheptanecarboxylic acid methyl ester (0.144 g, 0.600 mmol) in N,N-dimethylformamide (7 mL) at 25° C. The reaction mixture was stirred at 25° C. for 1... The reactants are Cl.NC(C(=O)C1(CC(=C(C(=C1)C(C)(C)C)O)C(C)(C)C)O)C (4-(2-aminopropionyl)-2,6-di-tert-butyl-4-hydroxyphenol hydrochloride), Cl (hydrochloric acid), [N-]=C=O.[K+] (potassium isocyanate). Solvent: C(C)O (ethanol). Product: C(C)(C)(C)C=1C=C(C=C(C1O)C(C)(C)C)C=1NC(NC1C)=O (4-(3.5-di-tert-butyl-4-hydroxyphenyl)-5-methyl-2-oxo-4-imidazoline). The yield is 48.0%. As a reaction SMILES: Cl.[NH2:2][CH:3]([CH3:22])[C:4]([C:6]1(O)[CH:11]=[C:10]([C:12]([CH3:15])([CH3:14])[CH3:13])[C:9]([OH:16])=[C:8]([C:17]([CH3:20])([CH3:19])[CH3:18])[CH2:7]1)=O.Cl.[N-:24]=[C:25]=[O:26].[K+]>C(O)C>[C:17]([C:8]1[CH:7]=[C:6]([C:4]2[NH:24][C:25](=[O:26])[NH:2][C:3]=2[CH3:22])[CH:11]=[C:10]([C:12]([CH3:14])([CH3:15])[CH3:13])[C:9]=1[OH:16])([CH3:20])([CH3:19])[CH3:18] |f:0.1,3.4|. Procedure: By following the same procedure as in Example 6 using 1.6 g of 4-(2-aminopropionyl)-2,6-di-tert-butyl-4-hydroxyphenol hydrochloride, 20 ml of ethanol, 0.5 ml of concentrated hydrochloric acid, 0.8 g of potassium isocyanate, a reaction product thus obtained was recrystallized from aqueous isopropanol to provide 0.7 g of 4-(3.5-di-tert-butyl-4-hydroxyphenyl)-5-methyl-2-oxo-4-imidazoline. Starting materials: Cl (hydrochloric acid), COC(=O)C1=CC(=CC=C1)C(=O)OC (dimethyl m-phthalate), CN(N)C (1,1-dimethylhydrazine). Run in O (water). Reaction conditions: time 17 hour. Product: COC(=O)C=1C=C(C(=O)O)C=CC1 (3-methoxycarbonylbenzoic acid). The yield is 24.4%. Reaction SMILES: [CH3:1][O:2][C:3]([C:5]1[CH:10]=[CH:9][CH:8]=[C:7]([C:11]([O:13]C)=[O:12])[CH:6]=1)=[O:4].CN(C)N.Cl>O>[CH3:1][O:2][C:3]([C:5]1[CH:6]=[C:7]([CH:8]=[CH:9][CH:10]=1)[C:11]([OH:13])=[O:12])=[O:4]. Reported procedure: A mixture of dimethyl m-phthalate (40.0 g, 0.206 mol) and 1,1-dimethylhydrazine (78.3 mL, 1.03 mol) was stirred at room temperature for 17 h and refluxed under heating for 21 h. The reaction mixture was concentrated, and the residue was washed with dichloromethane to give a powder, to which were added water (300 mL) and 1N hydrochloric acid (300 mL). The precipitated solids were collected by filtration, dried under reduced pressure, and recrystallized from chloroformmethanol (9:1) to give 9.05 g... Reactants: BrCCCCCC(=O)O (6-bromohexanoic acid), CO (methanol). Run at time 4 hour. The product is BrCCCCCC(=O)OC (Methyl 6-bromohexanoate). Isolated yield 99.0%. RXN SMILES: [Br:1][CH2:2][CH2:3][CH2:4][CH2:5][CH2:6][C:7]([OH:9])=[O:8].[CH3:10]O>>[Br:1][CH2:2][CH2:3][CH2:4][CH2:5][CH2:6][C:7]([O:9][CH3:10])=[O:8]. Reported procedure: To a 1 L round bottom flask, charged with 20 g (102.5 mmol) of 6-bromohexanoic acid and 500 mL of methanol, was bubbled hydrogen chloride gas for 2-3 minutes. The mixture was stirred at room temperature for 4 hours and concentrated to afford 21.0 g of the product as a yellow oil (99%): 1H-NMR (200 MHz, d6-DMSO); 3.57 (s, 3H), 3.51 (t, 2H), 2.30 (t, 2H), 1.78 (pentet, 2H), and 1.62-1.27 (m, 4H) ppm. The reactants are NC1=C(C(=C2C(CC(O2)(C)CC=2CCN(CC2)C2=CC=C(C=C2)N2C=NC=C2)C1C)C)C (4-(±)-(5-amino-2,4,6,7-tetramethyldihydrobenzofuran-2-ylmethyl)-1-(4-imidazol-1-ylphenyl)-1,2,3,6-tetrahydropyridine), C(C)O (ethanol), C(C)(=O)O (acetic acid), [OH-].[Na+] (sodium hydroxide). The reagents and catalysts are [C].[Pd] (palladium carbon). Solvent: O (water). Run at temperature 50 celsius, time 7 hour. Yields the product NC1=C(C(=C2C(CC(O2)(C)CC2CCN(CC2)C2=CC=C(C=C2)N2C=NC=C2)C1C)C)C (4-(±)-(5-amino-2,4,6,7-tetramethyldihydrobenzofuran-2-ylmethyl)-1-(4-imidazol-1-ylphenyl)piperidine). The yield is 86.3%. RXN SMILES: [NH2:1][C:2]1[CH:29]([CH3:30])[CH:6]2[CH2:7][C:8]([CH2:11][C:12]3[CH2:13][CH2:14][N:15]([C:18]4[CH:23]=[CH:22][C:21]([N:24]5[CH:28]=[CH:27][N:26]=[CH:25]5)=[CH:20][CH:19]=4)[CH2:16][CH:17]=3)([CH3:10])[O:9][C:5]2=[C:4]([CH3:31])[C:3]=1[CH3:32].C(O)C.C(O)(=O)C.[OH-].[Na+]>[C].[Pd].O>[NH2:1][C:2]1[CH:29]([CH3:30])[CH:6]2[CH2:7][C:8]([CH2:11][CH:12]3[CH2:17][CH2:16][N:15]([C:18]4[CH:19]=[CH:20][C:21]([N:24]5[CH:28]=[CH:27][N:26]=[CH:25]5)=[CH:22][CH:23]=4)[CH2:14][CH2:13]3)([CH3:10])[O:9][C:5]2=[C:4]([CH3:31])[C:3]=1[CH3:32] |f:3.4,5.6|. Procedure: In an autoclave, to 0.45 g of 4-(±)-(5-amino-2,4,6,7-tetramethyldihydrobenzofuran-2-ylmethyl)-1-(4-imidazol-1-ylphenyl)-1,2,3,6-tetrahydropyridine and 0.1 g of 10% palladium carbon, 5 ml of ethanol and 5 ml of acetic acid were added, followed by stirring at 50° C. under a hydrogen pressure of 10 kg/cm2 for 7 hours. The reaction solution was poured into water, neutralized with 1N sodium hydroxide solution and then extracted with chloroform. The organic layer was washed with saturated saline and t...